The task is: describe an organic reaction: reactants, conditions, products, and yield. This data is from the Open Reaction Database (ORD), a public repository of structured organic reaction records. Reactants: CCOC(=O)CCCN(CC)c1cccc(C)c1, Cl, C1COCCO1, O. The product is CCN(CCCC(=O)O)c1cccc(C)c1. Reaction SMILES: [CH2:2]([CH3:3])[O:4][C:5]([CH2:6][CH2:7][CH2:8][N:9]([c:10]1[cH:11][c:12]([CH3:16])[cH:13][cH:14][cH:15]1)[CH2:17][CH3:18])=[O:19].[ClH:1].[O:20]1[CH2:21][CH2:22][O:23][CH2:24][CH2:25]1.[OH2:26]>>[O:4]=[C:5]([CH2:6][CH2:7][CH2:8][N:9]([c:10]1[cH:11][c:12]([CH3:16])[cH:13][cH:14][cH:15]1)[CH2:17][CH3:18])[OH:19]. The reactants are BrBr (Bromine), F[C-]1C(C(C(C1(F)F)(F)F)(F)F)(F)F.CN(C)[S+](N(C)C)N(C)C (tris(dimethylamino)sulfonium 1,2,2,3,3,4,4,5,5-nonafluorocyclopentanide). Solvent: C(C1=CC=CC=C1)#N (benzonitrile). Product: BrC1(C(C(C(C1(F)F)(F)F)(F)F)(F)F)F (bromononafluorocyclopentane). Reaction SMILES: [Br:1]Br.[F:3][C-:4]1[C:8]([F:10])([F:9])[C:7]([F:12])([F:11])[C:6]([F:14])([F:13])[C:5]1([F:16])[F:15].CN([S+](N(C)C)N(C)C)C>C(#N)C1C=CC=CC=1>[Br:1][C:4]1([F:3])[C:5]([F:15])([F:16])[C:6]([F:13])([F:14])[C:7]([F:11])([F:12])[C:8]1([F:10])[F:9] |f:1.2|. Reported procedure: Bromine was added to a solution of tris(dimethylamino)sulfonium 1,2,2,3,3,4,4,5,5-nonafluorocyclopentanide in benzonitrile, prepared as described in Example 5. Distillation of the reaction mixture gave bromononafluorocyclopentane as a colorless liquid: b.p. 64°-65°; 19F NMR (CCl3F) δ- 112.4 ppm (d, J=262 Hz, 2F), -136.2 ppm (d, J=262 Hz, 2F), -141.4 ppm (m, 1F), -125.4 ppm (d, J=255 Hz, 2F) and -127.8 ppm (d, J=255 Hz, 2F).